The task is: describe an organic reaction: reactants, conditions, products, and yield. This data is from the Open Reaction Database (ORD), a public repository of structured organic reaction records. As a reaction SMILES: [B:35]([Cl:36])([Cl:37])[Cl:38].[CH2:1]([c:2]1[cH:3][cH:4][cH:5][cH:6][cH:7]1)[O:8][c:9]1[cH:10][cH:11][c:12]([N:29]2[CH2:30][CH2:31][O:32][CH2:33][CH2:34]2)[c:13]2[c:14]1[n:15][c:16]([NH:18][C:19]([c:20]1[cH:21][cH:22][c:23]([CH2:26][Cl:27])[cH:24][cH:25]1)=[O:28])[s:17]2.[CH2:46]([N+:47]([CH2:48][CH2:49][CH2:50][CH3:51])([CH2:52][CH2:53][CH2:54][CH3:55])[CH2:56][CH2:57][CH2:58][CH3:59])[CH2:60][CH2:61][CH3:62].[CH3:40][OH:41].[Cl:42][CH2:43][Cl:44].[I-:45].[OH2:39]>>[OH:8][c:9]1[cH:10][cH:11][c:12]([N:29]2[CH2:30][CH2:31][O:32][CH2:33][CH2:34]2)[c:13]2[c:14]1[n:15][c:16]([NH:18][C:19]([c:20]1[cH:21][cH:22][c:23]([CH2:26][Cl:27])[cH:24][cH:25]1)=[O:28])[s:17]2. Product: O=C(Nc1nc2c(O)ccc(N3CCOCC3)c2s1)c1ccc(CCl)cc1. Starting materials: ClB(Cl)Cl, O=C(Nc1nc2c(OCc3ccccc3)ccc(N3CCOCC3)c2s1)c1ccc(CCl)cc1, CCCC[N+](CCCC)(CCCC)CCCC, CO, ClCCl, [I-], O.